Dataset: the Open Reaction Database (ORD), a public repository of structured organic reaction records. Task: describe an organic reaction: reactants, conditions, products, and yield Solvent: C(C)(=O)OCC (ethyl acetate), O (water). As a reaction SMILES: Br[CH2:2][C:3]1[CH:12]=[C:11]([OH:13])[CH:10]=[C:9]2[C:4]=1[CH2:5][CH:6]([C:17]1[CH:22]=[CH:21][C:20]([OH:23])=[CH:19][CH:18]=1)[CH:7]1[CH2:16][CH2:15][CH2:14][CH:8]12.C[N+]([O-:28])(C)C.CS(C)=O.C(Cl)Cl>C(OCC)(=O)C.O>[OH:13][C:11]1[CH:12]=[C:3]([CH:2]=[O:28])[C:4]2[CH2:5][CH:6]([C:17]3[CH:18]=[CH:19][C:20]([OH:23])=[CH:21][CH:22]=3)[CH:7]3[CH2:16][CH2:15][CH2:14][CH:8]3[C:9]=2[CH:10]=1. The reactants are BrCC1=C2CC(C3C(C2=CC(=C1)O)CCC3)C3=CC=C(C=C3)O (6-Bromomethyl-4-(4-hydroxy-phenyl)-2,3,3a,4,5,9b-hexahydro-1H-cyclopenta[a]naphthalen-8-ol), C[N+](C)(C)[O-] (trimethylamine N-oxide), CS(=O)C (DMSO), C(Cl)Cl (methylene chloride). Procedure: Combine 6-Bromomethyl-4-(4-hydroxy-phenyl)-2,3,3a,4,5,9b-hexahydro-1H-cyclopenta[a]naphthalen-8-ol (0.037 g, 0.1 mmol), trimethylamine N-oxide (0.03 g, 0.4 mmol), DMSO (1.5 ml), and methylene chloride (0.5 ml) and stir at 0-5° C. for 30 minutes. Add water and ethyl acetate. Wash organic layer 5× with water, dry over anhydrous sodium sulfate and concentrate to a residue which yields after separation on silica gel with 33% EtOAC/hexanes, the titled compound (0.12 g, 39%). 1H NMR (CD3OD) 10.26 (s, ... The product is OC=1C=C(C=2CC(C3C(C2C1)CCC3)C3=CC=C(C=C3)O)C=O (8-Hydroxy-4-(4-hydroxy-phenyl)-2,3,3a,4,5,9b-hexahydro-1H-cyclopenta[a]naphthalene-6-carbaldehyde). The reactants are C(N)(=O)C=1C=C(C=CC1O)CCCN(CC(COC1=CC=C(C=C1)OCCOC)O)CC1=CC=CC=C1 (1-[N-[3-(3-carbamoyl-4-hydroxyphenyl)propyl]benzylamino]-3-[4-(2-methoxyethoxy)phenoxy]propan-2-ol), Cl (hydrochloric acid). Solvent: CO (methanol). Yields the product C(N)(=O)C=1C=C(C=CC1O)CCCNCC(COC1=CC=C(C=C1)OCCOC)O (1-[3-(3-carbamoyl-4-hydroxyphenyl)propylamino]-3-[4-(2-methoxyethoxy)phenoxy]propan-2-ol), Cl (hydrochloride). RXN SMILES: [C:1]([C:4]1[CH:5]=[C:6]([CH2:11][CH2:12][CH2:13][N:14](CC2C=CC=CC=2)[CH2:15][CH:16]([OH:30])[CH2:17][O:18][C:19]2[CH:24]=[CH:23][C:22]([O:25][CH2:26][CH2:27][O:28][CH3:29])=[CH:21][CH:20]=2)[CH:7]=[CH:8][C:9]=1[OH:10])(=[O:3])[NH2:2].[ClH:38]>CO>[C:1]([C:4]1[CH:5]=[C:6]([CH2:11][CH2:12][CH2:13][NH:14][CH2:15][CH:16]([OH:30])[CH2:17][O:18][C:19]2[CH:20]=[CH:21][C:22]([O:25][CH2:26][CH2:27][O:28][CH3:29])=[CH:23][CH:24]=2)[CH:7]=[CH:8][C:9]=1[OH:10])(=[O:3])[NH2:2].[ClH:38]. Reported procedure: A solution of 16 g of crude 1-[N-[3-(3-carbamoyl-4-hydroxyphenyl)propyl]benzylamino]-3-[4-(2-methoxyethoxy)phenoxy]propan-2-ol is hydrogenated analogously to Example 1. The hydrogenating solution is neutralised with a solution of hydrochloric acid gas in methanol, concentrated by evaporation and crystallised from acetone. In this manner 1-[3-(3-carbamoyl-4-hydroxyphenyl)propylamino]-3-[4-(2-methoxyethoxy)phenoxy]propan-2-ol is obtained as a hydrochloride having a melting point of 194°-200°. The reactants are C(C)(C)[N-]C(C)C.[Li+] (lithium diisopropylamide), C(C)(C)NC(C)C (diisopropylamine), C(CCC)[Li] (n-butyllithium), CCCCCC (hexane), CI (methyliodide), C1(=CC=C(C=C1)CC(=O)O)C1=CC=CC=C1 (4-biphenylyl acetic acid), sulfonic acid, C(C)(C)[N-]C(C)C.[Li+] (lithium diisopropylamide). The solvent is O (water), O1CCCC1 (tetrahydrofuran), O1CCCC1 (tetrahydrofuran), O1CCCC1 (tetrahydrofuran), O1CCCC1 (tetrahydrofuran). Reaction conditions: time 4 hour. Product: C1(=CC=C(C=C1)C(C(=O)O)C)C1=CC=CC=C1 (2-(4-biphenylyl)propionic acid). The yield is 93.0%. As a reaction SMILES: [CH:1]([N-]C(C)C)(C)C.[Li+].C(NC(C)C)(C)C.C([Li])CCC.CCCCCC.[C:27]1([C:37]2[CH:42]=[CH:41][CH:40]=[CH:39][CH:38]=2)[CH:32]=[CH:31][C:30]([CH2:33][C:34]([OH:36])=[O:35])=[CH:29][CH:28]=1.CI>O1CCCC1.O>[C:27]1([C:37]2[CH:38]=[CH:39][CH:40]=[CH:41][CH:42]=2)[CH:28]=[CH:29][C:30]([CH:33]([CH3:1])[C:34]([OH:36])=[O:35])=[CH:31][CH:32]=1 |f:0.1|. Procedure: In usual manner, lithium diisopropylamide in tetrahydrofuran was prepared with diisopropylamine (3.2 ml, 22.6 mmol) and 1.6M n-butyllithium in hexane (14.2 ml, 22.6 mmol). ("Reagents for Organic Synthesis", 2, p. 249) To this lithium diisopropylamide in tetrahydrofuran was added dropwise 4-biphenylyl acetic acid (2.40 g, 11.3 mmol) in tetrahydrofuran at from -50° C. to -30° C. After the mixture was reacted at from -40° C. to -10° C. for 2 h, to the mixture was added dropwise methyliodide (1.77 g... The reactants are C1CCNCC1, CCOC(=O)Cn1c(C)c(Cc2ccccc2S(=O)(=O)Cl)c2cc(F)ccc21, O, c1ccncc1. Yields the product CCOC(=O)Cn1c(C)c(Cc2ccccc2S(=O)(=O)N2CCCCC2)c2cc(F)ccc21. Reaction SMILES: [CH2:1]1[CH2:2][CH2:3][NH:4][CH2:5][CH2:6]1.[CH2:7]([CH3:8])[O:9][C:10]([CH2:11][n:12]1[c:13]([CH3:33])[c:14]([CH2:22][c:23]2[c:24]([S:29](=[O:30])(=[O:31])[Cl:32])[cH:25][cH:26][cH:27][cH:28]2)[c:15]2[cH:16][c:17]([F:21])[cH:18][cH:19][c:20]12)=[O:34].[OH2:41].[cH:35]1[cH:36][cH:37][n:38][cH:39][cH:40]1>>[CH2:1]1[CH2:2][CH2:3][N:4]([S:29]([c:24]2[c:23]([CH2:22][c:14]3[c:13]([CH3:33])[n:12]([CH2:11][C:10]([O:9][CH2:7][CH3:8])=[O:34])[c:20]4[c:15]3[cH:16][c:17]([F:21])[cH:18][cH:19]4)[cH:28][cH:27][cH:26][cH:25]2)(=[O:30])=[O:31])[CH2:5][CH2:6]1. The reactants are C(C=C)C1(C(N(CC1)CC1=CC(=CC(=C1)C(F)(F)F)C(F)(F)F)=O)C(C)C (3-allyl-1-(3,5-bis(trifluoromethyl)-benzyl)-3-isopropylpyrrolidin-2-one), CC(=O)C (acetone), CSC (dimethyl sulfide). Yields the product FC(C=1C=C(CN2C(C(CC2)(C(C)C)CC=O)=O)C=C(C1)C(F)(F)F)(F)F (2-(1-(3,5-bis(trifluoromethyl)benzyl)-3-isopropyl-2-oxopyrrolidin-3-yl)acetaldehyde). RXN SMILES: [CH2:1]([C:4]1([CH:25]([CH3:27])[CH3:26])[CH2:8][CH2:7][N:6]([CH2:9][C:10]2[CH:15]=[C:14]([C:16]([F:19])([F:18])[F:17])[CH:13]=[C:12]([C:20]([F:23])([F:22])[F:21])[CH:11]=2)[C:5]1=[O:24])[CH:2]=C.CSC.CC(C)=[O:33]>>[F:21][C:20]([F:23])([F:22])[C:12]1[CH:11]=[C:10]([CH:15]=[C:14]([C:16]([F:19])([F:17])[F:18])[CH:13]=1)[CH2:9][N:6]1[CH2:7][CH2:8][C:4]([CH2:1][CH:2]=[O:33])([CH:25]([CH3:27])[CH3:26])[C:5]1=[O:24]. Procedure details: A solution of 3-allyl-1-(3,5-bis(trifluoromethyl)-benzyl)-3-isopropylpyrrolidin-2-one (1.0 g, 2.54 mmol) in acetone (9 mL) was cooled to −78° C. O3 was bubbled through this solution until the color had changed from colorless to blue (30 min). At this point nitrogen gas was bubbled through the solution for 5 minutes, and dimethyl sulfide (1.88 mL, 25.4 mmol) was added. The solution was allowed to warm to room temperature over 2 h, and then concentrated in vacuo to yield impure 2-(1-(3,5-bis(trifl... Isolated yield 99.4%. Starting materials: CN (CH3NH2), O=C1CC2(CC1)CN(CCC2)C(=O)OC(C)(C)C (tert-butyl 2-oxo-7-azaspiro[4.5]decane-7-carboxylate), [BH3-]C#N.[Na+] (NaBH3CN). Product: CNC1CC2(CC1)CN(CCC2)C(=O)OC(C)(C)C (tert-butyl 2-(methylamino)-7-azaspiro[4.5]decane-7-carboxylate). Run at time 8 hour. RXN SMILES: CN.O=[C:4]1[CH2:8][CH2:7][C:6]2([CH2:13][CH2:12][CH2:11][N:10]([C:14]([O:16][C:17]([CH3:20])([CH3:19])[CH3:18])=[O:15])[CH2:9]2)[CH2:5]1.[BH3-][C:22]#[N:23].[Na+]>>[CH3:22][NH:23][CH:4]1[CH2:8][CH2:7][C:6]2([CH2:13][CH2:12][CH2:11][N:10]([C:14]([O:16][C:17]([CH3:20])([CH3:19])[CH3:18])=[O:15])[CH2:9]2)[CH2:5]1 |f:2.3|. Procedure: To a solution of CH3NH2 (33% [w/w] in EtOH, 2 mL) was added tert-butyl 2-oxo-7-azaspiro[4.5]decane-7-carboxylate (197 mg, 0.78 mmol) and the reaction mixture was stirred at rt overnight. Then NaBH3CN (74 mg, 1.17 mmol) was added and the resulting mixture was stirred at rt for another 2 h and then concentrated in vacuo. The residue was purified by silica gel column chromatography (MeOH/DCM (v/v)=1/20) to give the title compound as colorless oil (208 mg, 100%). Starting materials: COC([C@H](CC1=CC(=CC=C1)OC(C)(C)C(=O)O)OC)=O ((2S)-3-[3-(1-carboxy-1-methyl-ethoxy)-phenyl]-2-methoxy-propionic acid methyl ester), ClC1=C(C(=CC=C1)Cl)CCN (2-(2,6-dichloro-phenyl)-ethylamine), C(C)O[C@H](C(=O)O)CC1=CC=C(C=C1)O[C@H](C)C(NCCC1=CC=C(C=C1)OC1=CC=CC=C1)=O ((2S,1R)-2-ethoxy-3-(4-{1-[2-(4-phenoxy-phenyl)-ethylcarbamoyl]-ethoxy}-phenyl)-propionic acid). The product is ClC1=C(C(=CC=C1)Cl)CCNC(=O)C(C)(OC=1C=C(C=CC1)C[C@@H](C(=O)O)OC)C ((2S)-3-(3-{1-[2-(2,6-dichloro-phenyl)-ethylcarbamoyl]-1-methyl-ethoxy}-phenyl)-2-methoxy-propionic acid). Reaction SMILES: C[O:2][C:3](=[O:21])[C@@H:4]([O:19][CH3:20])[CH2:5][C:6]1[CH:11]=[CH:10][CH:9]=[C:8]([O:12][C:13]([C:16]([OH:18])=O)([CH3:15])[CH3:14])[CH:7]=1.[Cl:22][C:23]1[CH:28]=[CH:27][CH:26]=[C:25]([Cl:29])[C:24]=1[CH2:30][CH2:31][NH2:32].C(O[C@@H](CC1C=CC(O[C@@H](C(=O)NCCC2C=CC(OC3C=CC=CC=3)=CC=2)C)=CC=1)C(O)=O)C>>[Cl:22][C:23]1[CH:28]=[CH:27][CH:26]=[C:25]([Cl:29])[C:24]=1[CH2:30][CH2:31][NH:32][C:16]([C:13]([CH3:14])([O:12][C:8]1[CH:7]=[C:6]([CH2:5][C@H:4]([O:19][CH3:20])[C:3]([OH:2])=[O:21])[CH:11]=[CH:10][CH:9]=1)[CH3:15])=[O:18]. Procedure details: The title compound was prepared from (2S)-3-[3-(1-carboxy-1-methyl-ethoxy)-phenyl]-2-methoxy-propionic acid methyl ester (EXAMPLE 56, step 2) and 2-(2,6-dichloro-phenyl)-ethylamine via the same procedure used for the preparation of (2S,1R)-2-ethoxy-3-(4-{1-[2-(4-phenoxy-phenyl)-ethylcarbamoyl]-ethoxy}-phenyl)-propionic acid (Example 1, step 3) to produce a colorless oil. MS (ES) for C22H25ClNO5 [M]+: 454, [M+2]+: 456. The reactants are polyurea, NC1=C(C=CC(=C1)N)C (2,4-diaminotoluene), NC(=O)N (urea), C(N)(OCC)=O (ethyl carbamate), C(C)O (ethanol). The reagents and catalysts are CCCCCCCC(=O)[O-].CCCCCCCC(=O)[O-].[Zn+2] (zinc octoate). The product is C(C)OC(=O)NC1=C(C=CC(=C1)NC(=O)OCC)C (2,4-bis-(ethoxy carbonyl amino)-toluene). Reaction SMILES: [NH2:1][C:2]1[CH:7]=[C:6]([NH2:8])[CH:5]=[CH:4][C:3]=1[CH3:9].N[C:11](N)=[O:12].[C:14](=[O:19])([O:16][CH2:17][CH3:18])N.[CH2:20]([OH:22])[CH3:21]>CCCCCCCC([O-])=O.CCCCCCCC([O-])=O.[Zn+2]>[CH2:17]([O:16][C:14]([NH:1][C:2]1[CH:7]=[C:6]([NH:8][C:11]([O:22][CH2:20][CH3:21])=[O:12])[CH:5]=[CH:4][C:3]=1[CH3:9])=[O:19])[CH3:18] |f:4.5.6|. Reported procedure: 169 g of a polyurea mixture based on 2,4-diaminotoluene containing terminal aminotolyl groups (average molecular weight, 1500) were introduced into the apparatus described in Example 1. 428 g of 2,4-diaminotoluene, 384 g of urea, 168 g of ethyl carbamate, 1700 g of ethanol (approximately 96%) and 5.2 g of zinc octoate were then added. The mixture was reacted for 6.0 hours at 200° C. in the same way as in Example 1. After cooling and venting of the apparatus, the reaction mixture was removed, fil... The reactants are Cl.Cl.Cl.Cl.N1=CC=C(C=C1)C[C@@H](N)C(=O)N1CCN(CC1)C1CCN(CC1)C (1-[β-(4-pyridinyl)-D-alanyl]-4-(1-methylpiperidin-4-yl)piperazine tetrahydrochloride), ClC=1C=C2C=C(NC2=CC1)C(=O)O (5-chloroindole-2-carboxylic acid). Product: ClC=1C=C2C=C(NC2=CC1)C(=O)N[C@H](CC1=CC=NC=C1)C(=O)N1CCN(CC1)C1CCN(CC1)C (1-[N-(5-Chloroindole-2-carbonyl)-β-(4-pyridinyl)-D-alanyl]-4-(1-methylpiperidin-4-yl)piperazine). Reaction SMILES: Cl.Cl.Cl.Cl.[N:5]1[CH:10]=[CH:9][C:8]([CH2:11][C@H:12]([C:14]([N:16]2[CH2:21][CH2:20][N:19]([CH:22]3[CH2:27][CH2:26][N:25]([CH3:28])[CH2:24][CH2:23]3)[CH2:18][CH2:17]2)=[O:15])[NH2:13])=[CH:7][CH:6]=1.[Cl:29][C:30]1[CH:31]=[C:32]2[C:36](=[CH:37][CH:38]=1)[NH:35][C:34]([C:39](O)=[O:40])=[CH:33]2>>[Cl:29][C:30]1[CH:31]=[C:32]2[C:36](=[CH:37][CH:38]=1)[NH:35][C:34]([C:39]([NH:13][C@@H:12]([C:14]([N:16]1[CH2:21][CH2:20][N:19]([CH:22]3[CH2:27][CH2:26][N:25]([CH3:28])[CH2:24][CH2:23]3)[CH2:18][CH2:17]1)=[O:15])[CH2:11][C:8]1[CH:7]=[CH:6][N:5]=[CH:10][CH:9]=1)=[O:40])=[CH:33]2 |f:0.1.2.3.4|. Procedure details: Using methods substantially equivalent to those described in Method D-1, the titled compound was prepared from 1-[β-(4-pyridinyl)-D-alanyl]-4-(1-methylpiperidin-4-yl)piperazine tetrahydrochloride and 5-chloroindole-2-carboxylic acid (47%). The reactants are CN(C)C=O, O=C1CCC(=O)N1Cl, ON=Cc1cccnc1Cl, Cl. The product is ON=C(Cl)c1cccnc1Cl. RXN SMILES: [CH3:20][N:21]([CH3:22])[CH:23]=[O:24].[Cl:11][N:12]1[C:13](=[O:14])[CH2:15][CH2:16][C:17]1=[O:18].[Cl:1][c:2]1[n:3][cH:4][cH:5][cH:6][c:7]1[CH:8]=[N:9][OH:10].[ClH:19]>>[Cl:1][c:2]1[n:3][cH:4][cH:5][cH:6][c:7]1[C:8](=[N:9][OH:10])[Cl:11].